From a dataset of the Open Reaction Database (ORD), a public repository of structured organic reaction records. describe an organic reaction: reactants, conditions, products, and yield Product: CCCCC(C)C(=O)NC(C)C(=O)N1C(=O)C(C)c2ccccc2-c2c(N)cccc21. RXN SMILES: [CH3:1][CH:2]([C:3](=[O:4])[OH:5])[CH2:6][CH2:7][CH2:8][CH3:9].[NH2:10][CH:11]([CH3:12])[C:13](=[O:14])[N:15]1[c:16]2[c:17]([c:28]([NH2:32])[cH:29][cH:30][cH:31]2)-[c:18]2[c:19]([cH:24][cH:25][cH:26][cH:27]2)[CH:20]([CH3:23])[C:21]1=[O:22]>>[CH3:1][CH:2]([C:3](=[O:4])[NH:10][CH:11]([CH3:12])[C:13](=[O:14])[N:15]1[c:16]2[c:17]([c:28]([NH2:32])[cH:29][cH:30][cH:31]2)-[c:18]2[c:19]([cH:24][cH:25][cH:26][cH:27]2)[CH:20]([CH3:23])[C:21]1=[O:22])[CH2:6][CH2:7][CH2:8][CH3:9]. The reactants are CCCCC(C)C(=O)O, CC(N)C(=O)N1C(=O)C(C)c2ccccc2-c2c(N)cccc21. Starting materials: [Li]CCCC, COC[P+](c1ccccc1)(c1ccccc1)c1ccccc1, CCCCCC, [Cl-], O=C1CCOCC1, C1CCOC1. The product is COC=C1CCOCC1. As a reaction SMILES: [CH2:8]([Li:9])[CH2:10][CH2:11][CH3:12].[CH3:14][O:15][CH2:16][P+:17]([c:18]1[cH:19][cH:20][cH:21][cH:22][cH:23]1)([c:24]1[cH:25][cH:26][cH:27][cH:28][cH:29]1)[c:30]1[cH:31][cH:32][cH:33][cH:34][cH:35]1.[CH3:41][CH2:42][CH2:43][CH2:44][CH2:45][CH3:46].[Cl-:13].[O:1]1[CH2:2][CH2:3][C:4](=[O:7])[CH2:5][CH2:6]1.[O:36]1[CH2:37][CH2:38][CH2:39][CH2:40]1>>[O:1]1[CH2:2][CH2:3][C:4](=[CH:16][O:15][CH3:14])[CH2:5][CH2:6]1. The reactants are [NH4+].[Cl-] (NH4Cl), FC=1C=C(C=CC1NCCCC1OCCC1)NC(CC(C)=O)=O (N-(3-fluoro-4-((3-(tetrahydrofuran-2-yl)propyl)amino)phenyl)-3-oxobutanamide), C(C)(=O)N (acetamide), C=1(C(=CC=CC1)C)C (xylene). Reagents/catalysts: C(C)(C)[O-].C(C)(C)[O-].C(C)(C)[O-].C(C)(C)[O-].[Ti+4] (titanium tetraisopropanolate). Run in C1(=CC=CC=C1)C (toluene). Run at temperature 165 celsius, time 24 hour. The product is FC=1C=C(C=CC1NCCCC1OCCC1)N1C(=NC(=CC1=O)C)C (3-(3-fluoro-4-((3-(tetrahydrofuran-2-yl)propyl)amino)phenyl)-2,6-dimethyl-pyrimidin-4(3H)-one). Yield: 29.7%. Reaction SMILES: [F:1][C:2]1[CH:3]=[C:4]([NH:17][C:18](=[O:23])[CH2:19][C:20](=O)[CH3:21])[CH:5]=[CH:6][C:7]=1[NH:8][CH2:9][CH2:10][CH2:11][CH:12]1[CH2:16][CH2:15][CH2:14][O:13]1.[C:24]([NH2:27])(=O)[CH3:25].C1(C)C(C)=CC=CC=1.[NH4+].[Cl-]>C([O-])(C)C.C([O-])(C)C.C([O-])(C)C.C([O-])(C)C.[Ti+4].C1(C)C=CC=CC=1>[F:1][C:2]1[CH:3]=[C:4]([N:17]2[C:18](=[O:23])[CH:19]=[C:20]([CH3:21])[N:27]=[C:24]2[CH3:25])[CH:5]=[CH:6][C:7]=1[NH:8][CH2:9][CH2:10][CH2:11][CH:12]1[CH2:16][CH2:15][CH2:14][O:13]1 |f:3.4,5.6.7.8.9|. Procedure: A mixture of N-(3-fluoro-4-((3-(tetrahydrofuran-2-yl)propyl)amino)phenyl)-3-oxobutanamide (250 mg, 0.78 mmol), acetamide (92 mg, 1.56 mmol), titanium tetraisopropanolate (1.9 mL) and xylene (10 mL) was stirred at 165° C. for 24 h. The mixture was then cooled to rt. 60 mL of toluene and 60 mL of saturated NH4Cl aqueous solution were added and the resulting mixture was stirred further at rt overnight. The mixture was then filtered and the filtrate was extracted with DCM (15 mL×3). The combined org... Reactants: S1C=C(C=C1)C1=NC=C(C=O)C=C1 (6-(Thiophen-3-yl)nicotinaldehyde), C[Mg]Br (methylmagnesium bromide). Product: S1C=C(C=C1)C1=CC=C(C=N1)C(C)O (1-(6-(Thiophen-3-yl)pyridin-3-yl)ethanol). Reaction SMILES: [S:1]1[CH:5]=[CH:4][C:3]([C:6]2[CH:13]=[CH:12][C:9]([CH:10]=[O:11])=[CH:8][N:7]=2)=[CH:2]1.[CH3:14][Mg]Br>>[S:1]1[CH:5]=[CH:4][C:3]([C:6]2[N:7]=[CH:8][C:9]([CH:10]([OH:11])[CH3:14])=[CH:12][CH:13]=2)=[CH:2]1. Procedure details: Synthesized using compound 56b (260 mg, 1.37 mmol) and methylmagnesium bromide (2.74 mL, 2.74 mmol, 1 M in THF) according to Method D. Crude product was purified by flash chromatography on silica-gel using a mixture of hexane/ethyl acetate (1:1) as eluent. Yellow solid. Yield: 240 mg, 85%. 1H NMR (CDCl3, 500 MHz): δH (ppm)=1.50 (d, J=6.6 Hz, 3H), 4.90 (q, J=6.3 Hz, 1H), 7.38 (dd, J=5.0, 2.8 Hz, 1H), 7.55 (d, J=8.2 Hz, 1H), 7.61 (dd, J=5.0, 1.3 Hz, 1H), 7.70 (dd, J=8.2, 2.2 Hz, 1H), 7.85 (dd, J=2... The reactants are C(C)(C)(C)C1=CC(=C(C=N1)C=1N([C@]([C@](N1)(C)C1=CC=C(C=C1)Cl)(C)C1=CC=C(C=C1)Cl)C(=O)N1C[C@@H]2C([C@@H]2C1)C(=O)O)OCC ((1S,5R)-3-[(4S,5R)-2-(6-tert-butyl-4-ethoxy-pyridin-3-yl)-4,5-bis-(4-chloro-phenyl)-4,5-dimethyl-4,5-dihydro-imidazole-1-carbonyl]-3-aza-bicyclo[3.1.0]hexane-6-carboxylic acid), ethyl ester, N1CC(CC1)O (pyrrolidin-3-ol). The product is C(C)(C)(C)C1=CC(=C(C=N1)C=1N([C@]([C@](N1)(C)C1=CC=C(C=C1)Cl)(C)C1=CC=C(C=C1)Cl)C(=O)N1C[C@@H]2C([C@@H]2C1)C(=O)N1CC(CC1)O)OCC ([(4S,5R)-2-(6-tert-Butyl-4-ethoxy-pyridin-3-yl)-4,5-bis-(4-chloro-phenyl)-4,5-dimethyl-4,5-dihydro-imidazol-1-yl]-[(1S,5R)-6-(3-hydroxy-pyrrolidine-1-carbonyl)-3-aza-bicyclo[3.1.0]hex-3-yl]-methanone). As a reaction SMILES: [C:1]([C:5]1[N:10]=[CH:9][C:8]([C:11]2[N:12]([C:32]([N:34]3[CH2:39][C@@H:38]4[C@@H:36]([CH:37]4[C:40](O)=[O:41])[CH2:35]3)=[O:33])[C@@:13]([C:25]3[CH:30]=[CH:29][C:28]([Cl:31])=[CH:27][CH:26]=3)([CH3:24])[C@@:14]([C:17]3[CH:22]=[CH:21][C:20]([Cl:23])=[CH:19][CH:18]=3)([CH3:16])[N:15]=2)=[C:7]([O:43][CH2:44][CH3:45])[CH:6]=1)([CH3:4])([CH3:3])[CH3:2].[NH:46]1[CH2:50][CH2:49][CH:48]([OH:51])[CH2:47]1>>[C:1]([C:5]1[N:10]=[CH:9][C:8]([C:11]2[N:12]([C:32]([N:34]3[CH2:35][C@@H:36]4[C@@H:38]([CH:37]4[C:40]([N:46]4[CH2:50][CH2:49][CH:48]([OH:51])[CH2:47]4)=[O:41])[CH2:39]3)=[O:33])[C@@:13]([C:25]3[CH:30]=[CH:29][C:28]([Cl:31])=[CH:27][CH:26]=3)([CH3:24])[C@@:14]([C:17]3[CH:22]=[CH:21][C:20]([Cl:23])=[CH:19][CH:18]=3)([CH3:16])[N:15]=2)=[C:7]([O:43][CH2:44][CH3:45])[CH:6]=1)([CH3:2])([CH3:3])[CH3:4]. Reported procedure: In a manner analogous to the method described in examples 99, (1S,5R)-3-[(4S,5R)-2-(6-tert-butyl-4-ethoxy-pyridin-3-yl)-4,5-bis-(4-chloro-phenyl)-4,5-dimethyl-4,5-dihydro-imidazole-1-carbonyl]-3-aza-bicyclo[3.1.0]hexane-6-carboxylic acid (prepared from the ethyl ester, example 135) was coupled with pyrrolidin-3-ol (Aldrich) to give the title compound as a mixture of diastereomers. HR-MS (ES, m/z) calculated for C39H46Cl2N5O4 [(M+H)+] 718.2922, observed 718.2921. Starting materials: [Na] (sodium), Cl.C(C)(=N)N (acetamidine hydrochloride), FC(C(=O)OCC)C(=O)OCC (diethyl fluoromalonate). Conditions: temperature 23 celsius, time 5 minute. Product: CC1=NC(=C(C(=N1)O)F)O (2-Methyl-4,6 dihydroxy-5-fluoropyrimidine). Reaction SMILES: [Na].Cl.[C:3]([NH2:6])(=[NH:5])[CH3:4].[F:7][CH:8]([C:14](OCC)=[O:15])[C:9](OCC)=[O:10]>>[CH3:4][C:3]1[N:6]=[C:14]([OH:15])[C:8]([F:7])=[C:9]([OH:10])[N:5]=1 |f:1.2,^1:0|. Procedure details: According to the procedure of J. Chem. Soc. 1959, 3286, a solution of 0.92 g (40 mmol) of sodium metal dissolved in 20 mL of methaol was treated with 2.08 g (22 mmol) of acetamidine hydrochloride. After 5 minutes, to this stirred mixture was added 3.6 g (20 mmol) of diethyl fluoromalonate. The reaction mixture was heated to reflux for 18 hours, cooled to 23° C., and then concentrated in vacuo. The residue was dissolved in water, neutralized with aqueous 3N HCl (6 mL), and chilled. A precipitate ... Reactants: CC1=C(N)C=CC(=C1)[N+](=O)[O-] (2-Methyl-4-nitroaniline), NC1(COCCC1)C(=O)O (3-Aminotetrahydro-2H-pyran-3-carboxylic acid), 2-methyl-4-nitrophenyl isocyanide dichloride, NC1(COCCC1)CO (3-amino-3-(hydroxymethyl)tetrahydro-2H-pyran), OCCN (2-hydroxyethylamine), C(C(C)C)=O (isobutyraldehyde), NC1(COCCC1)C(=O)OC (Methyl 3-aminotetrahydro-2H-pyran-3-carboxylate), 2-methyl-4-nitroformanilide, C(=O)NC1=CC=CC=C1 (formanilide), methyl ester. Product: C(C)(C)C1NC2(CO1)COCCC2 (2-isopropyl-1-aza-3,7-dioxaspiro[4.5]decane). As a reaction SMILES: [CH3:1][C:2]1[CH:8]=C([N+]([O-])=O)C=C[C:3]=1N.C(NC1C=CC=CC=1)=O.[NH2:21][C:22]1([C:28]([OH:30])=O)[CH2:27][CH2:26][CH2:25][O:24][CH2:23]1.NC1(C(OC)=O)CCCOC1.NC1(CO)CCCOC1.OCCN.C(=O)C(C)C>>[CH:2]([CH:8]1[O:30][CH2:28][C:22]2([CH2:27][CH2:26][CH2:25][O:24][CH2:23]2)[NH:21]1)([CH3:3])[CH3:1]. Procedure: 2-Methyl-4-nitroaniline was converted to the 2-methyl-4-nitroformanilide according to Method A3a, Step 1. The formanilide was converted to 2-methyl-4-nitrophenyl isocyanide dichloride according to Method A3a, Step 2. 3-Aminotetrahydro-2H-pyran-3-carboxylic acid was converted to the methyl ester according to Method B1b, Step 1. Methyl 3-aminotetrahydro-2H-pyran-3-carboxylate was reduced to 3-amino-3-(hydroxymethyl)tetrahydro-2H-pyran according to Method B1b, Step 2. The 2-hydroxyethylamine was re...